This data is from the Open Reaction Database (ORD), a public repository of structured organic reaction records. The task is: describe an organic reaction: reactants, conditions, products, and yield Reactants: FC(C=1C(=NC=C(C1)Br)O)(F)F (3-trifluoromethyl-5-bromo-2-pyridinol), C1(=CC=CC=C1)P(=O)(Cl)Cl (phenylphosphoryl dichloride). Run at temperature 135 celsius, time 4 hour. Product: ClC1=NC=C(C=C1C(F)(F)F)Br (2-chloro-3-trifluoromethyl-5-bromopyridine). Reaction SMILES: [F:1][C:2]([F:12])([F:11])[C:3]1[C:4](O)=[N:5][CH:6]=[C:7]([Br:9])[CH:8]=1.C1(P(Cl)([Cl:21])=O)C=CC=CC=1>>[Cl:21][C:4]1[C:3]([C:2]([F:12])([F:11])[F:1])=[CH:8][C:7]([Br:9])=[CH:6][N:5]=1. Procedure details: The product of Example 5 (11.5 g, 0.048 mol) and phenylphosphoryl dichloride (45 mL) were heated with stirring at 135° C. for four hours and allowed to cool to room temperature. The reaction mixture was poured onto ice (750 g) and allowed to warm to room temperature. The mixture was extracted with dichloromethane (150 mL) and filtered. The organic phase was separated, washed with water and 10% sodium carbonate solution and dried over anhydrous sodium sulphate. Evaporation of the solvent gave 2-c... Reactants: C1(=CC=CC=C1)C=1C=CC(=NC1C1=CC=CC=C1)C(C)=O (1-(5,6-Diphenyl-pyridin-2-yl)-ethanone), C1(=CC=CC=C1)C=1C=CC(=NC1C1=CC=CC=C1)C(C)=O (1-(5,6-Diphenyl-pyridin-2-yl)-ethanone), NO.Cl (NH2OH—HCl), N1=CC=CC=C1 (pyridine). Solvent: CCO (EtOH). Conditions: temperature 70 celsius. Product: C1(=CC=CC=C1)C=1C=CC(=NC1C1=CC=CC=C1)C(C)=NO (1-(5,6-Diphenyl-pyridin-2-yl)-ethanone Oxime). As a reaction SMILES: [C:1]1([C:7]2[CH:8]=[CH:9][C:10]([C:19](=O)[CH3:20])=[N:11][C:12]=2[C:13]2[CH:18]=[CH:17][CH:16]=[CH:15][CH:14]=2)[CH:6]=[CH:5][CH:4]=[CH:3][CH:2]=1.[NH2:22][OH:23].Cl.N1C=CC=CC=1>CCO>[C:1]1([C:7]2[CH:8]=[CH:9][C:10]([C:19](=[N:22][OH:23])[CH3:20])=[N:11][C:12]=2[C:13]2[CH:18]=[CH:17][CH:16]=[CH:15][CH:14]=2)[CH:6]=[CH:5][CH:4]=[CH:3][CH:2]=1 |f:1.2|. Procedure details: General Procedure P. 1-(5,6-Diphenyl-pyridin-2-yl)-ethanone (Compound 75, 119 mg, 0.44 mmol), NH2OH—HCl (103 mg, 1.48 mmol) and pyridine (272 mg, 0.27 mmol) was dissolved in EtOH (2 ml), and the mixture was heated to 70° C. under nitrogen for 3 hours. The reaction was quenched with water, and the product was extracted with ethyl acetate. The combined organic layers were washed with brine, and dried over Na2SO4. The filtered solvents were concentrated in vacuo, and the residue was purified by sil... The reactants are CN(C)CCCCl, Cc1ccccc1, [H-], [I-], [Na+], [Na+], CN(C)C=O, O=C1CSc2ccccc2N1. Yields the product CN(C)CCCN1C(=O)CSc2ccccc21. Reaction SMILES: [CH3:14][N:15]([CH2:16][CH2:17][CH2:18][Cl:19])[CH3:20].[CH3:23][c:24]1[cH:25][cH:26][cH:27][cH:28][cH:29]1.[H-:13].[I-:22].[Na+:12].[Na+:21].[O:30]=[CH:31][N:32]([CH3:33])[CH3:34].[S:1]1[CH2:2][C:3](=[O:11])[NH:4][c:5]2[c:6]1[cH:7][cH:8][cH:9][cH:10]2>>[S:1]1[CH2:2][C:3](=[O:11])[N:4]([CH2:18][CH2:17][CH2:16][N:15]([CH3:14])[CH3:20])[c:5]2[c:6]1[cH:7][cH:8][cH:9][cH:10]2. The reactants are Brc1ccc(CC2CO2)cc1, O=C(O)C(=O)O, C1COCCO1, O. Yields the product OCC(O)Cc1ccc(Br)cc1. Reaction SMILES: [Br:1][c:2]1[cH:3][cH:4][c:5]([CH2:8][CH:9]2[O:10][CH2:11]2)[cH:6][cH:7]1.[C:12]([OH:13])(=[O:15])[C:16](=[O:14])[OH:17].[CH2:19]1[O:20][CH2:21][CH2:22][O:23][CH2:24]1.[OH2:18]>>[Br:1][c:2]1[cH:3][cH:4][c:5]([CH2:8][CH:9]([CH2:11][OH:10])[OH:14])[cH:6][cH:7]1. Yield: 42.7%. Solvent: C(Cl)(Cl)Cl (CHCl3), Hexanes. Conditions: time 3 day. Reported procedure: To a solution of 1-Methoxy-3-nitro-5-trifluoromethyl-benzene (3.5 g, 15.83 mmol) in 20 ml of CHCl3 was added a solution of 1M boron tribromide (23.74 ml, 23.74 mmol) and the reaction was stirred at RT for 3 days resulting in conversion to product by TLC (20% EtOAc:Hexanes). The reaction was partitioned between CH2Cl2/1N NaOH and extracted. The aqueous phase was acidified with 1N HCl and again extracted with CH2Cl2. The organics were dried over sodium sulfate and stripped down in vacuo giving 3-N... Product: [N+](=O)([O-])C=1C=C(C=C(C1)C(F)(F)F)O (3-Nitro-5-trifluoromethyl-phenol). Reactants: COC1=CC(=CC(=C1)C(F)(F)F)[N+](=O)[O-] (1-Methoxy-3-nitro-5-trifluoromethyl-benzene), B(Br)(Br)Br (boron tribromide), CCOC(=O)C (EtOAc). RXN SMILES: C[O:2][C:3]1[CH:8]=[C:7]([C:9]([F:12])([F:11])[F:10])[CH:6]=[C:5]([N+:13]([O-:15])=[O:14])[CH:4]=1.B(Br)(Br)Br.CCOC(C)=O>C(Cl)(Cl)Cl>[N+:13]([C:5]1[CH:4]=[C:3]([OH:2])[CH:8]=[C:7]([C:9]([F:10])([F:11])[F:12])[CH:6]=1)([O-:15])=[O:14]. Reactants: O1CCOCC1 (1,4-dioxane), Cl (hydrogen chloride), C(C1=CC=CC=C1)OCC(C)(C)C=1OC=2C(N1)=C(C(=C(C2N2C[C@H](CC2)N(C)C)C2=CC=CC=C2)C)C#N (2-[2-(Benzyloxy)-1,1-dimethylethyl]-7-[(3S)-3-(dimethylamino)pyrrolidin-1-yl]-5-methyl-6-phenyl-1,3-benzoxazole-4-carbonitrile). Solvent: C(C)OCC (diethyl ether). Conditions: time 10 minute. The product is Cl.CC1=C(C=C2C(N=CO2)=C1C#N)C1=CC=CC=C1 (5-methyl-6-phenyl-1,3-benzoxazole-4-carbonitrile hydrochloride). The yield is 161.5%. Reaction SMILES: C(OCC([C:13]1[O:14][C:15]2[C:16](=[C:18]([C:37]#[N:38])[C:19]([CH3:36])=[C:20]([C:30]3[CH:35]=[CH:34][CH:33]=[CH:32][CH:31]=3)[C:21]=2N2CC[C@H](N(C)C)C2)[N:17]=1)(C)C)C1C=CC=CC=1.O1CCOCC1.[ClH:45]>C(OCC)C>[ClH:45].[CH3:36][C:19]1[C:18]([C:37]#[N:38])=[C:16]2[N:17]=[CH:13][O:14][C:15]2=[CH:21][C:20]=1[C:30]1[CH:35]=[CH:34][CH:33]=[CH:32][CH:31]=1 |f:4.5|. Procedure: 2-[2-(Benzyloxy)-1,1-dimethylethyl]-7-[(3S)-3-(dimethylamino)pyrrolidin-1-yl]-5-methyl-6-phenyl-1,3-benzoxazole-4-carbonitrile (#13) (150 mg, 0.295 mmol) was dissolved in diethyl ether (5 ml), a 1,4-dioxane solution of 4 N hydrogen chloride (111 μl, 0.442 mmol) was added, followed by stirring at room temperature for 10 minutes. The reaction liquid was concentrated under reduced pressure to obtain a pale pink, amorphous 2-[2-(benzyloxy)-1,1-dimethylethyl]-7-(3-dimethylamino)pyrrolidin-1-yl)-5-met... Reactants: CC1(C)OC(=O)CC(=O)O1, CCOC(OCC)OCC, CC(C)OC(C)C, Nc1ccsc1. Product: CC1(C)OC(=O)C(=CNc2ccsc2)C(=O)O1. As a reaction SMILES: [CH3:1][C:2]1([CH3:10])[O:3][C:4](=[O:9])[CH2:5][C:6](=[O:8])[O:7]1.[CH:11]([O:12][CH2:13][CH3:14])([O:15][CH2:16][CH3:17])[O:18][CH2:19][CH3:20].[CH:27]([O:28][CH:29]([CH3:30])[CH3:31])([CH3:32])[CH3:33].[s:21]1[cH:22][c:23]([NH2:26])[cH:24][cH:25]1>>[CH3:1][C:2]1([CH3:10])[O:3][C:4](=[O:9])[C:5](=[CH:11][NH:26][c:23]2[cH:22][s:21][cH:25][cH:24]2)[C:6](=[O:8])[O:7]1.